This data is from the Open Reaction Database (ORD), a public repository of structured organic reaction records. The task is: describe an organic reaction: reactants, conditions, products, and yield The reactants are ClCCl, Cc1cc(CCCCCOc2c(Cl)cc(C(=O)NCCCl)cc2Cl)on1, C1CCC2=NCCCN2CC1. Product: Cc1cc(CCCCCOc2c(Cl)cc(C3=NCCO3)cc2Cl)on1. RXN SMILES: [CH2:38]([Cl:39])[Cl:40].[Cl:1][c:2]1[cH:3][c:4]([C:5](=[O:6])[NH:7][CH2:8][CH2:9][Cl:10])[cH:11][c:12]([Cl:26])[c:13]1[O:14][CH2:15][CH2:16][CH2:17][CH2:18][CH2:19][c:20]1[cH:21][c:22]([CH3:25])[n:23][o:24]1.[N:27]12[CH2:28][CH2:29][CH2:30][N:31]=[C:32]1[CH2:33][CH2:34][CH2:35][CH2:36][CH2:37]2>>[Cl:1][c:2]1[cH:3][c:4]([C:5]2=[N:7][CH2:8][CH2:9][O:6]2)[cH:11][c:12]([Cl:26])[c:13]1[O:14][CH2:15][CH2:16][CH2:17][CH2:18][CH2:19][c:20]1[cH:21][c:22]([CH3:25])[n:23][o:24]1. Starting materials: C(=O)(OC(C)(C)C)N[C@@H](CC(C)C)C=O (Boc-Leucinal), C(CC1=CC=CC=C1)[Mg]Br (phenethyl magnesium bromide). Solvent: CCOCC (ether), CCOCC (ether). Product: C(C)(C)(C)OC(=O)NC(C(CCC1=CC=CC=C1)O)CC(C)C (4-t-Butyloxycarbonylamino-3-hydroxy-6-methyl-1-phenylheptane). Yield: 79.9%. Reaction SMILES: [C:1]([NH:8][C@H:9]([CH:14]=[O:15])[CH2:10][CH:11]([CH3:13])[CH3:12])([O:3][C:4]([CH3:7])([CH3:6])[CH3:5])=[O:2].[CH2:16]([Mg]Br)[CH2:17][C:18]1[CH:23]=[CH:22][CH:21]=[CH:20][CH:19]=1>CCOCC>[C:4]([O:3][C:1]([NH:8][CH:9]([CH2:10][CH:11]([CH3:12])[CH3:13])[CH:14]([OH:15])[CH2:16][CH2:17][C:18]1[CH:23]=[CH:22][CH:21]=[CH:20][CH:19]=1)=[O:2])([CH3:6])([CH3:5])[CH3:7]. Procedure details: To a rapidly stirred -78° C. solution of Boc-Leucinal (1.50 g, 6.97 mmol) in anhydrous ether (10 ml) was added a -78° C. solution of phenethyl magnesium bromide (7 mmol) in anhydrous ether (40 ml) dropwise over the course of 15 minutes, and 45 minutes later the mixture was acidified. The oragnic phase was separated, washed with brine (2×10 ml) and dried (Na2SO4). Filtration and evaporation provided an oil (1.79 g) which was chromatographed with 150 g of 40 m SiO2 (7/3, hexane/ether) to give the ... Starting materials: C(C)OC(=O)C=1C=C2CC(C(NC2=CC1)C1=CC(=CC=C1)NC(C)C)(C)C (2-(3-isopropylamino-phenyl)-3,3-dimethyl-1,2,3,4-tetrahydro-quinoline-6-carboxylic acid ethyl ester), [O-]C#N.[Na+] (sodium cyanate). Run in C(C)(=O)O (acetic acid), O (water), O (water). Reaction conditions: temperature 40 celsius, time 4 hour. Yields the product C(C)OC(=O)C=1C=C2CC(C(NC2=CC1)C1=CC(=CC=C1)N(C(=O)N)C(C)C)(C)C (2-[3-(1-isopropyl-ureido)-phenyl]-3,3-dimethyl-1,2,3,4-tetrahydro-quinoline-6-carboxylic acid ethyl ester). Yield: 99.7%. Reaction SMILES: [CH2:1]([O:3][C:4]([C:6]1[CH:7]=[C:8]2[C:13](=[CH:14][CH:15]=1)[NH:12][CH:11]([C:16]1[CH:21]=[CH:20][CH:19]=[C:18]([NH:22][CH:23]([CH3:25])[CH3:24])[CH:17]=1)[C:10]([CH3:27])([CH3:26])[CH2:9]2)=[O:5])[CH3:2].[O-:28][C:29]#[N:30].[Na+]>C(O)(=O)C.O>[CH2:1]([O:3][C:4]([C:6]1[CH:7]=[C:8]2[C:13](=[CH:14][CH:15]=1)[NH:12][CH:11]([C:16]1[CH:21]=[CH:20][CH:19]=[C:18]([N:22]([CH:23]([CH3:24])[CH3:25])[C:29]([NH2:30])=[O:28])[CH:17]=1)[C:10]([CH3:26])([CH3:27])[CH2:9]2)=[O:5])[CH3:2] |f:1.2|. Procedure details: To a solution of 2-(3-isopropylamino-phenyl)-3,3-dimethyl-1,2,3,4-tetrahydro-quinoline-6-carboxylic acid ethyl ester (310 mg, 0.85 mmol) in acetic acid (2 mL) and water (2 mL) was added a solution of sodium cyanate (110 mg, 1.7 mmol) in water (2 mL) dropwise at 40° C. The reaction mixture was stirred at 40° C. for 4 h. Then the reaction mixture was extracted with ethyl acetate (2×50 mL), washed with water, dried over anhydrous sodium sulfate and concentrated in vacuo to afford 2-[3-(1-isopropyl-... Reaction conditions: time 5 minute. Reaction SMILES: [Cl:1][C:2]1[CH:7]=[CH:6][CH:5]=[CH:4][C:3]=1[C:8]1[N:9]=[N:10][C:11]([C:14]2[CH:19]=[CH:18][CH:17]=[CH:16][C:15]=2[Cl:20])=NN=1.[C:21]1([CH2:27][CH:28]=O)[CH:26]=[CH:25][CH:24]=[CH:23][CH:22]=1.[OH-].[K+]>O1CCCC1.CO>[Cl:20][C:15]1[CH:16]=[CH:17][CH:18]=[CH:19][C:14]=1[C:11]1[N:10]=[N:9][C:8]([C:3]2[CH:4]=[CH:5][CH:6]=[CH:7][C:2]=2[Cl:1])=[CH:28][C:27]=1[C:21]1[CH:26]=[CH:25][CH:24]=[CH:23][CH:22]=1 |f:2.3|. Reactants: ClC1=C(C=CC=C1)C=1N=NC(=NN1)C1=C(C=CC=C1)Cl (3,6-Bis(2-chlorophenyl)-1,2,4,5-tetrazine), C1(=CC=CC=C1)CC=O (phenylacetaldehyde), [OH-].[K+] (potassium hydroxide). Solvent: O1CCCC1 (tetrahydrofuran), CO (methanol). Yields the product ClC1=C(C=CC=C1)C=1N=NC(=CC1C1=CC=CC=C1)C1=C(C=CC=C1)Cl (3,6-Bis-(2-chlorophenyl)-4-phenylpyridazine). Procedure details: 3,6-Bis(2-chlorophenyl)-1,2,4,5-tetrazine (4.6 g) and phenylacetaldehyde (2.0 g) were dissolved in tetrahydrofuran (60 ml). A solution of potassium hydroxide in methanol (1.5 ml, 1%) was added dropwise to the solution and left to stand for 5 minutes. The solution was evaporated to 20 mls volume and was then diluted with water (50 ml). The precipitated solid was filtered, washed with water and dried to give 5.5 g of desired product, mp 176°-178° C. Yield: 96.1%. Starting materials: C(N)(=O)C1=CC=C(C=C1)B(O)O (4-carbamoylphenylboronic acid), BrC1=C(C=NS1)[N+](=O)[O-] (5-bromo-4-nitroisothiazole), C(=O)(O)[O-].[Na+].O (NaHCO3 water). Reagents/catalysts: CC(C)([P](C(C)(C)C)([Pd][P](C(C)(C)C)(C(C)(C)C)C(C)(C)C)C(C)(C)C)C (bis(tri-tert-butylphosphine)palladium). Run in C(C)(=O)OCC (ethyl acetate), O1CCOCC1 (dioxane). Conditions: temperature 120 celsius, time 15 minute. Yields the product [N+](=O)([O-])C=1C=NSC1C1=CC=C(C(=O)N)C=C1 (4-(4-nitroisothiazol-5-yl)benzamide). Yield: 10000.0%. RXN SMILES: [C:1]([C:4]1[CH:9]=[CH:8][C:7](B(O)O)=[CH:6][CH:5]=1)(=[O:3])[NH2:2].Br[C:14]1[S:18][N:17]=[CH:16][C:15]=1[N+:19]([O-:21])=[O:20].C([O-])(O)=O.[Na+].O>O1CCOCC1.C(OCC)(=O)C.CC(C)([P](C(C)(C)C)([Pd][P](C(C)(C)C)(C(C)(C)C)C(C)(C)C)C(C)(C)C)C>[N+:19]([C:15]1[CH:16]=[N:17][S:18][C:14]=1[C:7]1[CH:8]=[CH:9][C:4]([C:1]([NH2:2])=[O:3])=[CH:5][CH:6]=1)([O-:21])=[O:20] |f:2.3.4,^1:42,48|. Procedure: To a solution of 4-carbamoylphenylboronic acid (3Q) (157 mg, 0.96 mmol) and 5-bromo-4-nitroisothiazole (P) (200 mg, 0.96 mmol) in dioxane was bubbled was nitrogen gas for 5 min Bis(tri-tert-butylphosphine)palladium (0) (49 mg, 0.096 mmol) and 1.2M NaHCO3 water solution (241 mg, 2.9 mmol) was added and stirred at 120° C. under nitrogen atmosphere for 15 min The mixture was cooled to room temperature, diluted with ethyl acetate (50 mL), washed with water, and concentrated in vacuo at room temperat...